Task: describe an organic reaction: reactants, conditions, products, and yield. Dataset: the Open Reaction Database (ORD), a public repository of structured organic reaction records Reactants: (2E,6Z,9Z,12Z,15Z)-octadeca-2,4,6,10,13,16,19-pentaenal, [NH4+].[Cl-] (NH4Cl), CCOC(=O)/C=C(\C)/CP(=O)(OCC)OCC (triethyl 3-methyl-4-phosphono-2-butenoate), C1CCOC1.CN1CCCN(C1=O)C (THF DMPU), [Li]CCCC (n-BuLi). Run in C1CCOC1 (THF). Reaction conditions: temperature 0 celsius, time 20 minute. Yields the product C\C(=C/C(=O)OCC)\C=C\C=C\CC\C=C/C\C=C/C\C=C/C\C=C/CC (Ethyl (2E,4E,6E,10Z,13Z,16Z,19Z)-3-methyl-docosa-2,4,6,10,13,16,19-heptaenoate). As a reaction SMILES: [CH3:1][CH2:2][O:3][C:4](/[CH:6]=[C:7](/[CH2:9]P(OCC)(OCC)=O)\[CH3:8])=[O:5].[CH2:18]1[CH2:22]O[CH2:20][CH2:19]1.CN1C(=O)N(C)[CH2:27][CH2:26][CH2:25]1.[Li][CH2:33][CH2:34][CH2:35][CH3:36].[NH4+].[Cl-]>C1COCC1>[CH3:8]/[C:7](/[CH:9]=[CH:20]/[CH:19]=[CH:18]/[CH2:22][CH2:25]/[CH:26]=[CH:27]\[CH2:36]/[CH:35]=[CH:34]\[CH2:33]/[CH:22]=[CH:18]\[CH2:19]/[CH:20]=[CH:25]\[CH2:26][CH3:27])=[CH:6]\[C:4]([O:3][CH2:2][CH3:1])=[O:5] |f:1.2,4.5|. Procedure details: A solution of triethyl 3-methyl-4-phosphono-2-butenoate (485 μl, 1.96 mmol) in a 5:1 mixture of anhydrous THF-DMPU (20 ml) was cooled to 0° C., and n-BuLi (2.5 M in hexane, 760 μl, 1.90 mmol) was added. The mixture was stirred for 0° C. for 20 min and then cooled to −78° C. A solution of (2E,6Z,9Z,12Z,15Z)-octadeca-2,4,6,10,13,16,19-pentaenal in THF (2 ml) was added, and the reaction mixture was stirred at −78° C. for an hour. The mixture was then allowed to warm to 0° C. during an hour. Then a ...